describe an organic reaction: reactants, conditions, products, and yield From a dataset of the Open Reaction Database (ORD), a public repository of structured organic reaction records. Starting materials: C[S-], CN1CCCC1=O, CCOC(C)=O, CC(C)(C)OC(=O)N1CCC(C2CCN(c3cc(Cl)ncn3)CC2)CC1, [Na+]. RXN SMILES: [CH3:27][S-:28].[CH3:30][N:31]1[CH2:32][CH2:33][CH2:34][C:35]1=[O:36].[CH3:37][CH2:38][O:39][C:40](=[O:41])[CH3:42].[Cl:1][c:2]1[cH:3][c:4]([N:8]2[CH2:9][CH2:10][CH:11]([CH:14]3[CH2:15][CH2:16][N:17]([C:20](=[O:21])[O:22][C:23]([CH3:24])([CH3:25])[CH3:26])[CH2:18][CH2:19]3)[CH2:12][CH2:13]2)[n:5][cH:6][n:7]1.[Na+:29]>>[c:2]1([S:28][CH3:27])[cH:3][c:4]([N:8]2[CH2:9][CH2:10][CH:11]([CH:14]3[CH2:15][CH2:16][N:17]([C:20](=[O:21])[O:22][C:23]([CH3:24])([CH3:25])[CH3:26])[CH2:18][CH2:19]3)[CH2:12][CH2:13]2)[n:5][cH:6][n:7]1. Yields the product CSc1cc(N2CCC(C3CCN(C(=O)OC(C)(C)C)CC3)CC2)ncn1.